This data is from the Open Reaction Database (ORD), a public repository of structured organic reaction records. The task is: describe an organic reaction: reactants, conditions, products, and yield Reactants: C(C(C)C)[C@H]1[C@@H](C[C@H]2N(CCC3=CC(=C(C=C23)OC)OC)C1)OC(C(C(C)C)NC(=O)OCC1=CC=CC=C1)=O (2-benzyloxycarbonylamino-3-methyl-butyric acid (2R,3R,11bR)-3-isobutyl-9,10-dimethoxy-1,3,4,6,7,11b-hexahydro-2H-pyrido[2,1-a]isoquinolin-2-yl ester). Reagents/catalysts: [Pd] (Pd/C). Run in CO (MeOH). Conditions: time 8 hour. Yields the product C(C(C)C)[C@H]1[C@@H](C[C@H]2N(CCC3=CC(=C(C=C23)OC)OC)C1)OC([C@H](C(C)C)N)=O ((S)-2-amino-3-methyl-butyric acid (2R,3R,11bR)-3-isobutyl-9,10-dimethoxy-1,3,4,6,7,11b-hexahydro-2H-pyrido[2,1-a]isoquinolin-2-yl ester). Yield: 86.2%. As a reaction SMILES: [CH2:1]([C@@H:5]1[CH2:22][N:9]2[CH2:10][CH2:11][C:12]3[C:17]([C@H:8]2[CH2:7][C@H:6]1[O:23][C:24](=[O:40])[CH:25]([NH:29]C(OCC1C=CC=CC=1)=O)[CH:26]([CH3:28])[CH3:27])=[CH:16][C:15]([O:18][CH3:19])=[C:14]([O:20][CH3:21])[CH:13]=3)[CH:2]([CH3:4])[CH3:3]>CO.[Pd]>[CH2:1]([C@@H:5]1[CH2:22][N:9]2[CH2:10][CH2:11][C:12]3[C:17]([C@H:8]2[CH2:7][C@H:6]1[O:23][C:24](=[O:40])[C@@H:25]([NH2:29])[CH:26]([CH3:28])[CH3:27])=[CH:16][C:15]([O:18][CH3:19])=[C:14]([O:20][CH3:21])[CH:13]=3)[CH:2]([CH3:4])[CH3:3]. Procedure: 1 (200 mg, 0.63 mmol) was dissolved in 3 mL anhydrous CH2Cl2 and DMAP (75.0 mg, 0.63 mmol) and Cbz-L-valine (190 mg, 0.75 mmol) were added and the mixture stirred for 5 min. DCC (155 mg, 0.75 mmol) was added and a white precipitate formed immediately. The mixture was stirred overnight then filtered and concentrated. Purification via flash column chromatography (0.2:9.8, MeOH:CH2Cl2) gave 360 mg (0.63 mmol) of 2-benzyloxycarbonylamino-3-methyl-butyric acid (2R,3R,11bR)-3-isobutyl-9,10-dimethoxy-1... The reactants are CNC1=C(C(=CC(=N1)C1=NC=CC=C1)C=1C=NC=CC1)C=1C=NN(C1)C1CCNCC1 (Methyl-[5′-(1-piperidin-4-yl-1H-pyrazol-4-yl)-[2,2′;4′,3″]terpyridin-6′-yl]-amine), BrC=1C=C(C=NC1)C1=CC(=NC(=C1)NC)C1=NC(=CC=C1)C ((5″-Bromo-6-methyl-[2,2′;4′,3″]terpyridin-6′-yl)-methyl-amine). Product: CNC1=CC(=CC(=N1)C1=NC(=CC=C1)C)C=1C=NC=C(C1)C=1C=NN(C1)C1CCNCC1 (Methyl-[6-methyl-5″-(1-piperidin-4-yl-1H-pyrazol-4-yl)-[2,2′;4′,3″]terpyridin-6′-yl]-amine). Reaction SMILES: CNC1N=C(C2C=CC=CN=2)C=C(C2C=NC=CC=2)C=1[C:21]1[CH:22]=[N:23][N:24]([CH:26]2[CH2:31][CH2:30][NH:29][CH2:28][CH2:27]2)[CH:25]=1.Br[C:33]1[CH:34]=[C:35]([C:39]2[CH:44]=[C:43]([NH:45][CH3:46])[N:42]=[C:41]([C:47]3[CH:52]=[CH:51][CH:50]=[C:49]([CH3:53])[N:48]=3)[CH:40]=2)[CH:36]=[N:37][CH:38]=1>>[CH3:46][NH:45][C:43]1[N:42]=[C:41]([C:47]2[CH:52]=[CH:51][CH:50]=[C:49]([CH3:53])[N:48]=2)[CH:40]=[C:39]([C:35]2[CH:36]=[N:37][CH:38]=[C:33]([C:21]3[CH:22]=[N:23][N:24]([CH:26]4[CH2:31][CH2:30][NH:29][CH2:28][CH2:27]4)[CH:25]=3)[CH:34]=2)[CH:44]=1. Reported procedure: This compound is prepared analogously to Methyl-[5″-(1-piperidin-4-yl-1H-pyrazol-4-yl)-[2,2′;4′,3″]terpyridin-6′-yl]-amine (Example 2.183) by replacing (5″-Bromo-[2,2′;4′,3″]terpyridin-6′-yl)-methyl-amine (Example 2.1, step1) with (5″-Bromo-6-methyl-[2,2′;4′,3″]terpyridin-6′-yl)-methyl-amine (Example 1.27). Starting materials: C(C1=CC=CC=C1)C1CCNCC1 (4-benzyl piperidine), C(\C=C\C)(=O)OCC (ethyl crotonate). Solvent: C(C)(C)O (isopropanol). Product: C(C1=CC=CC=C1)C1CCN(CC1)C(CC(=O)OCC)C (Ethyl 3-(4-benzylpiperidin-1-yl)butyrate). Isolated yield 79.0%. RXN SMILES: [CH2:1]([CH:8]1[CH2:13][CH2:12][NH:11][CH2:10][CH2:9]1)[C:2]1[CH:7]=[CH:6][CH:5]=[CH:4][CH:3]=1.[C:14]([O:19][CH2:20][CH3:21])(=[O:18])/[CH:15]=[CH:16]/[CH3:17]>C(O)(C)C>[CH2:1]([CH:8]1[CH2:13][CH2:12][N:11]([CH:16]([CH3:17])[CH2:15][C:14]([O:19][CH2:20][CH3:21])=[O:18])[CH2:10][CH2:9]1)[C:2]1[CH:7]=[CH:6][CH:5]=[CH:4][CH:3]=1. Procedure details: A solution of 4-benzyl piperidine (0.50 mL, 2.8 mmol) and ethyl crotonate (0.46 mL, 3.4 mmol) in isopropanol (10 mL) was refluxed for 24 h and was concentrated in vacuo. The crude compound was purified by filtration on silica gel using CH2Cl2/MeOH as solvent to afford the title compound as a pale yellow oil (0.64 g, 74%): 1H NMR (CDCl3) δ1.09 (d, J=6.6 Hz, 3H), 1.30 (t, J=6.9 Hz, 3H), 1.20-1.40 (m, 2H), 1.45-1.61 (m, 1H), 1.68 (bd, J=12.3 Hz, 2H), 2.10-2.35 (m, 3H), 2.57 (d, J=6.9 Hz, 2H), 2.50-...